The task is: describe an organic reaction: reactants, conditions, products, and yield. This data is from the Open Reaction Database (ORD), a public repository of structured organic reaction records. Yields the product ClC=1C=CC(=C(C1)[C@H](OCCNC(OC)=O)[C@H]1CNCCC1)C (methyl 2-((R)-(5-chloro-2-methylphenyl)((R)-piperidin-3-yl)methoxy)ethylcarbamate). The yield is 100.8%. Procedure: (R)-tert-Butyl 3-((R)-(5-chloro-2-methylphenyl)(2-(methoxycarbonylamino)ethoxy)methyl)piperidine-1-carboxylate (1.0 g, 2.27 mmol) was dissolved in a solution of 20% (V/V) TFA/CH2Cl2 (20 mL). The reaction mixture was stirred at room temperature for 2 h, TLC showed the starting material disappeared, a solution of saturated sodium bicarbonate was added dropwise to adjust pH=7-8. The resulting mixture was extracted with CH2Cl2 (3×30 mL), washed with brine, dried over Na2SO4, concentrated in vacuo to... Reactants: ClC=1C=CC(=C(C1)[C@@H]([C@H]1CN(CCC1)C(=O)OC(C)(C)C)OCCNC(=O)OC)C ((R)-tert-Butyl 3-((R)-(5-chloro-2-methylphenyl)(2-(methoxycarbonylamino)ethoxy)methyl)piperidine-1-carboxylate), C([O-])(O)=O.[Na+] (sodium bicarbonate). Conditions: time 2 hour. The solvent is C(=O)(C(F)(F)F)O.C(Cl)Cl (TFA CH2Cl2). Reaction SMILES: [Cl:1][C:2]1[CH:3]=[CH:4][C:5]([CH3:30])=[C:6]([C@H:8]([O:22][CH2:23][CH2:24][NH:25][C:26]([O:28][CH3:29])=[O:27])[C@@H:9]2[CH2:14][CH2:13][CH2:12][N:11](C(OC(C)(C)C)=O)[CH2:10]2)[CH:7]=1.C(=O)(O)[O-].[Na+]>C(O)(C(F)(F)F)=O.C(Cl)Cl>[Cl:1][C:2]1[CH:3]=[CH:4][C:5]([CH3:30])=[C:6]([C@@H:8]([C@@H:9]2[CH2:14][CH2:13][CH2:12][NH:11][CH2:10]2)[O:22][CH2:23][CH2:24][NH:25][C:26](=[O:27])[O:28][CH3:29])[CH:7]=1 |f:1.2,3.4|. The reactants are C(C)(C)OB(OC(C)C)OC(C)C (triisopropylborate), Cl (hydrochloric acid), BrC1=CC=C(C#N)C=C1 (4-bromobenzonitrile), solution, C(CCC)[Li] (n-butyllithium). The solvent is [Cl-].[Na+] (sodium chloride), O1CCCC1 (tetrahydrofuran), CCCCCC (hexane). Run at time 5 minute. The product is C(#N)C1=CC=C(C=C1)B(O)O (4-cyanophenylboronic acid). Yield: 24.8%. As a reaction SMILES: Br[C:2]1[CH:9]=[CH:8][C:5]([C:6]#[N:7])=[CH:4][CH:3]=1.C([Li])CCC.C([O:18][B:19](OC(C)C)[O:20]C(C)C)(C)C.Cl>O1CCCC1.CCCCCC.[Cl-].[Na+]>[C:6]([C:5]1[CH:8]=[CH:9][C:2]([B:19]([OH:20])[OH:18])=[CH:3][CH:4]=1)#[N:7] |f:6.7|. Reported procedure: A solution of 10.0 g (54.9 mmol) of 4-bromobenzonitrile in 100 mL of tetrahydrofuran was cooled to −85° C. wherupon 36.0 mL (57.6 mmol) of 1.6 M solution of n-butyllithium in hexane was added. The mixture was stirred for five minutes and 19.0 mL (82.4 mmol) of triisopropylborate was added. The mixture was stirred at −85° C. for 30 minutes then warmed to ambient temperature over one hour. To the mixture was added 35 mL of 5 N hydrochloric acid and stirring was continued for 2.5 hours. The mixture... Reactants: [BH4-], COC(=O)C1CC(=O)N(Cc2ccccc2)C1c1cccc(OC)c1, CO, [Na+], O. Yields the product COc1cccc(C2C(CO)CC(=O)N2Cc2ccccc2)c1. As a reaction SMILES: [BH4-:28].[CH2:1]([c:2]1[cH:3][cH:4][cH:5][cH:6][cH:7]1)[N:8]1[CH:9]([c:18]2[cH:19][c:20]([O:24][CH3:25])[cH:21][cH:22][cH:23]2)[CH:10]([C:14](=[O:15])[O:16][CH3:17])[CH2:11][C:12]1=[O:13].[CH3:26][OH:27].[Na+:29].[OH2:30]>>[CH2:1]([c:2]1[cH:3][cH:4][cH:5][cH:6][cH:7]1)[N:8]1[CH:9]([c:18]2[cH:19][c:20]([O:24][CH3:25])[cH:21][cH:22][cH:23]2)[CH:10]([CH2:14][OH:15])[CH2:11][C:12]1=[O:13]. The reactants are above product, C([C@H](O)[C@@H](O)C(=O)O)(=O)O (L(+)-tartaric acid). Run in O (water). Product: O.O.O.C(=O)(O)C(O)C(O)C(=O)O.C(=O)(O)C(O)C(O)C(=O)O (ditartrate-trihydrate), title compound. Reaction SMILES: [C:1]([OH:10])(=[O:9])[C@@H:2]([C@H:4]([C:6]([OH:8])=[O:7])[OH:5])[OH:3]>O>[OH2:3].[OH2:3].[OH2:3].[C:6]([CH:4]([CH:2]([C:1]([OH:10])=[O:9])[OH:3])[OH:5])([OH:8])=[O:7].[C:6]([CH:4]([CH:2]([C:1]([OH:10])=[O:9])[OH:3])[OH:5])([OH:8])=[O:7] |f:2.3.4.5.6|. Procedure: 3.91 g (9.5 mmol) of the above product was added to a solution of L(+)-tartaric acid (3.54 g, 23.6 mmol) in water (60 ml) and the solids were dissolved by heating to reflux. The hot solution was treated with decolorizing carbon, filtered and allowed to cool. The separated crystals were collected, washed with water and acetonitrile and dried to give the ditartrate-trihydrate of the title compound, mp. 185°-190° C., yield of the salt formation: 66.9%. The reactants are [Cr](=O)(=O)([O-])Cl.[NH+]1=CC=CC=C1 (pyridinium chlorochromate), CC(C)=CCC[C@H](C)CCO ((-)-(S)-β-citronellol). Run in C(Cl)Cl (CH2Cl2). Product: C[C@H]1CCC(=C(C)C)C(=O)C1 ((-)-pulegone), (-)-isopulegone. Isolated yield 37.0%. RXN SMILES: [Cr](Cl)([O-])(=O)=O.[NH+]1C=CC=CC=1.[CH3:12][C:13](=[CH:15][CH2:16][CH2:17][C@@H:18]([CH2:20][CH2:21][OH:22])[CH3:19])[CH3:14]>C(Cl)Cl>[CH3:19][C@@H:18]1[CH2:20][C:21](=[O:22])[C:15](=[C:13]([CH3:14])[CH3:12])[CH2:16][CH2:17]1 |f:0.1|. Procedure details: 10 l of CH2Cl2 and 1704 g (7.89M) of pyridinium chlorochromate were introduced in a four neck reaction vessel equipped with a mechanical stirrer, a thermometer, a condenser and an inlet tube for nitrogen. To this mixture and under nitrogen, 400 g (2.56M) of (-)-(S)-β-citronellol were added while the temperature was kept at 15°-20°. Stirring was then carried on for 60 h at room temperature. After filtration, the mixture was extracted with CH2Cl2 and the combined organic extracts were washed with ... The reactants are C1CCOC1, CC(=O)Cl, [Cl-], Nc1cccc(C(=O)c2ccc3c(c2)CC(=O)N3)c1. Yields the product CC(=O)Nc1cccc(C(=O)c2ccc3c(c2)CC(=O)N3)c1. RXN SMILES: [CH2:25]1[O:26][CH2:27][CH2:28][CH2:29]1.[CH3:1][C:2]([Cl:3])=[O:4].[Cl-:24].[NH2:5][c:6]1[cH:7][c:8]([C:9](=[O:10])[c:11]2[cH:12][c:13]3[c:17]([cH:18][cH:19]2)[NH:16][C:15](=[O:20])[CH2:14]3)[cH:21][cH:22][cH:23]1>>[CH3:1][C:2](=[O:4])[NH:5][c:6]1[cH:7][c:8]([C:9](=[O:10])[c:11]2[cH:12][c:13]3[c:17]([cH:18][cH:19]2)[NH:16][C:15](=[O:20])[CH2:14]3)[cH:21][cH:22][cH:23]1. RXN SMILES: [Cl:1][C:2]1[C:3]([O:30][C:31]2[CH:36]=[CH:35][C:34]([C:37]3[CH:42]=[CH:41][C:40]([C:43]([F:46])([F:45])[F:44])=[CH:39][CH:38]=3)=[CH:33][C:32]=2[C:47]2[CH:52]=[CH:51][N:50]=[N:49][CH:48]=2)=[CH:4][C:5]([F:29])=[C:6]([S:8]([N:11](CC2C=CC(OC)=CC=2OC)[C:12]2[N:17]=[CH:16][CH:15]=[CH:14][N:13]=2)(=[O:10])=[O:9])[CH:7]=1.Cl>O1CCOCC1>[Cl:1][C:2]1[C:3]([O:30][C:31]2[CH:36]=[CH:35][C:34]([C:37]3[CH:38]=[CH:39][C:40]([C:43]([F:45])([F:44])[F:46])=[CH:41][CH:42]=3)=[CH:33][C:32]=2[C:47]2[CH:52]=[CH:51][N:50]=[N:49][CH:48]=2)=[CH:4][C:5]([F:29])=[C:6]([S:8]([NH:11][C:12]2[N:13]=[CH:14][CH:15]=[CH:16][N:17]=2)(=[O:10])=[O:9])[CH:7]=1. Procedure: 5-Chloro-N-(2,4-dimethoxybenzyl)-2-fluoro-4-{[3-pyridazin-4-yl-4′-(trifluoromethyl)biphenyl-4-yl]oxy}-N-pyrimidin-2-ylbenzenesulfonamide (Preparation 48) 356 mg, 0.47 mmol) was dissolved in 1,4-dioxane (1.5 mL) and a 4M solution of hydrogen chloride in 1,4-dioxane (2.4 mL) added. The mixture was stirred at room temperature for 18 hours. The reaction mixture was concentrated in vacuo and the resulting residue purified by reverse phase preparative HPLC (Trilution method) to afford the title compou... Conditions: time 18 hour. Yields the product ClC=1C(=CC(=C(C1)S(=O)(=O)NC1=NC=CC=N1)F)OC1=C(C=C(C=C1)C1=CC=C(C=C1)C(F)(F)F)C1=CN=NC=C1 (5-Chloro-2-fluoro-4-{[3-pyridazin-4-yl-4′-(trifluoromethyl)biphenyl-4-yl]oxy}-N-pyrimidin-2-ylbenzenesulfonamide). Isolated yield 42.4%. Starting materials: solution, Cl (hydrogen chloride), ClC=1C(=CC(=C(C1)S(=O)(=O)N(C1=NC=CC=N1)CC1=C(C=C(C=C1)OC)OC)F)OC1=C(C=C(C=C1)C1=CC=C(C=C1)C(F)(F)F)C1=CN=NC=C1 (5-Chloro-N-(2,4-dimethoxybenzyl)-2-fluoro-4-{[3-pyridazin-4-yl-4′-(trifluoromethyl)biphenyl-4-yl]oxy}-N-pyrimidin-2-ylbenzenesulfonamide). The solvent is O1CCOCC1 (1,4-dioxane), O1CCOCC1 (1,4-dioxane).